From a dataset of the Open Reaction Database (ORD), a public repository of structured organic reaction records. describe an organic reaction: reactants, conditions, products, and yield The reactants are [N+](=O)([O-])C1=C(C=C(C(=O)C2=CC=CC=C2)C=C1)O (4-nitro-3-hydroxybenzophenone), [Sn](Cl)Cl (tin (II) chloride), [OH-].[Na+] (NaOH). Run in C(C)O (ethanol). Reaction conditions: temperature 80 celsius, time 2 hour. Product: NC1=C(C=C(C(=O)C2=CC=CC=C2)C=C1)O (4-amino-3-hydroxybenzophenone). Isolated yield 86.8%. RXN SMILES: [N+:1]([C:4]1[CH:17]=[CH:16][C:7]([C:8]([C:10]2[CH:15]=[CH:14][CH:13]=[CH:12][CH:11]=2)=[O:9])=[CH:6][C:5]=1[OH:18])([O-])=O.[Sn](Cl)Cl.[OH-].[Na+]>C(O)C>[NH2:1][C:4]1[CH:17]=[CH:16][C:7]([C:8]([C:10]2[CH:15]=[CH:14][CH:13]=[CH:12][CH:11]=2)=[O:9])=[CH:6][C:5]=1[OH:18] |f:2.3|. Procedure details: A mixture of 4-nitro-3-hydroxybenzophenone (900 mg, 3.7 mmol) and tin (II) chloride (2.5 g, 11.1 mmol) in ethanol(50 mL) was heated at 80° C. under argon. After 2 hours, the starting material has disappeared and the solution was allowed to cool down and then poured into ice. The pH was made slightly basic (pH7-8), by addition of solid NaOH, before being extracted with ethyl acetate. The organic phase was washed with brine, dried over MgSO4 and filtered. The solvent was evaporated and chromatogra...